Dataset: the Open Reaction Database (ORD), a public repository of structured organic reaction records. Task: describe an organic reaction: reactants, conditions, products, and yield The reactants are [Cl-].[Al+3].[Cl-].[Cl-] (aluminum chloride), Cl (hydrogen chloride), O (water), mixture 30, C(C)OCC (ethylether), COC1=C(C=CC=C1)O (2-methoxyphenol). The reagents and catalysts are [C-]#N.[Zn+2].[C-]#N (zinc cyanide). Product: 10.2, COC1=C(C=O)C=CC(=C1)O (2-methoxy-4-hydroxybenzaldehyde). RXN SMILES: [CH3:1][O:2][C:3]1[CH:8]=[CH:7][CH:6]=[CH:5][C:4]=1O.C([O:12][CH2:13]C)C.Cl.[Cl-].[Al+3].[Cl-].[Cl-].[OH2:20]>[C-]#N.[Zn+2].[C-]#N>[CH3:1][O:2][C:3]1[CH:8]=[C:7]([OH:20])[CH:6]=[CH:5][C:4]=1[CH:13]=[O:12] |f:3.4.5.6,8.9.10|. Reported procedure: To 20 parts 2-methoxyphenol and 50 parts zinc cyanide, which were conditioned to an absolutely anhydrous state in a three-neck flask, was added 200 parts anhydrous ethylether. While blowing anhydrous hydrogen chloride gas into the mixture 30 parts aluminum chloride was simultaneously added, and the resultant was subjected to reaction for four hours to form a viscous oily matter. To the oily matter obtained from the reaction mixture by decantation was added water, it was cooled and the formed pre... Reactants: N1(CCC1)C1=NC=NC(=C1)OC1=C(C=CC=C1)Br (4-(azetidin-1-yl)-6-(2-bromophenoxy)pyrimidine), FC1=C(C=CC(=C1)B1OC(C(O1)(C)C)(C)C)C=1C=NC(=NC1)N (5-(2-fluoro-4-(4,4,5,5-tetramethyl-1,3,2-dioxaborolan-2-yl)phenyl)pyrimidin-2-amine). Yields the product N1(CCC1)C1=CC(=NC=N1)OC1=C(C=CC=C1)C1=CC(=C(C=C1)C=1C=NC(=NC1)N)F (5-{2′-[(6-Azetidin-1-ylpyrimidin-4-yl)oxy]-3-fluorobiphenyl-4-yl}pyrimidin-2-amine). As a reaction SMILES: [N:1]1([C:5]2[CH:10]=[C:9]([O:11][C:12]3[CH:17]=[CH:16][CH:15]=[CH:14][C:13]=3Br)[N:8]=[CH:7][N:6]=2)[CH2:4][CH2:3][CH2:2]1.[F:19][C:20]1[CH:25]=[C:24](B2OC(C)(C)C(C)(C)O2)[CH:23]=[CH:22][C:21]=1[C:35]1[CH:36]=[N:37][C:38]([NH2:41])=[N:39][CH:40]=1>>[N:1]1([C:5]2[N:6]=[CH:7][N:8]=[C:9]([O:11][C:12]3[CH:17]=[CH:16][CH:15]=[CH:14][C:13]=3[C:24]3[CH:23]=[CH:22][C:21]([C:35]4[CH:40]=[N:39][C:38]([NH2:41])=[N:37][CH:36]=4)=[C:20]([F:19])[CH:25]=3)[CH:10]=2)[CH2:4][CH2:3][CH2:2]1. Procedure: The title compound was prepared in a manner similar to that described in Example 88 using 4-(azetidin-1-yl)-6-(2-bromophenoxy)pyrimidine and 5-(2-fluoro-4-(4,4,5,5-tetramethyl-1,3,2-dioxaborolan-2-yl)phenyl)pyrimidin-2-amine. MS (ESI): mass calcd. for C23H19FN6O, 414.16; m/z found, 415.1 [M+H]+. 1H NMR (400 MHz, DMSO-d6) δ 8.46 (d, J=1.5, 2H), 8.11 (d, J=0.9, 1H), 7.60-7.52 (m, 2H), 7.50-7.41 (m, 1H), 7.41-7.31 (m, 3H), 7.17 (dd, J=8.1, 1.2, 1H), 6.89 (s, 2H), 5.73 (d, J=0.9, 1H), 3.98 (t, J=7.5... Starting materials: IC1=CC=C(N)C=C1 (4-iodoaniline), C(=O)([O-])[O-].[K+].[K+] (K2CO3), PdCl2dppf, CC(=O)C.C(=O)=O (acetone dry ice), FC(OC1=CC=C2C(=CN(C2=C1)CC)C#N)F (6-difluoromethoxy-1-ethyl-1H-indole-3-carbonitrile), B(OC(C)C)(OC(C)C)OC(C)C (tri-isopropyl borate), [Li+].CC(C)[N-]C(C)C (LDA). The solvent is CN(C)C=O (DMF), C1CCOC1 (THF). Conditions: temperature -78 celsius, time 30 minute. Product: NC1=CC=C(C=C1)C=1N(C2=CC(=CC=C2C1C#N)OC(F)F)CC1OCCC1 (2-(4-aminophenyl)-6-difluoromethoxy-1-(tetrahydrofuran-2-ylmethyl)-1H-indole-3-carbonitrile). Yield: 55.0%. As a reaction SMILES: [F:1][CH:2]([F:17])[O:3][C:4]1[CH:12]=[C:11]2[C:7]([C:8]([C:15]#[N:16])=[CH:9][N:10]2[CH2:13][CH3:14])=[CH:6][CH:5]=1.B(O[CH:28]([CH3:30])[CH3:29])(OC(C)C)OC(C)C.[Li+].CC([N-]C(C)C)C.CC(C)=[O:41].C(=O)=O.I[C:47]1[CH:53]=[CH:52][C:50]([NH2:51])=[CH:49][CH:48]=1.C([O-])([O-])=O.[K+].[K+]>C1COCC1.CN(C=O)C>[NH2:51][C:50]1[CH:52]=[CH:53][C:47]([C:9]2[N:10]([CH2:13][CH:14]3[CH2:29][CH2:28][CH2:30][O:41]3)[C:11]3[C:7]([C:8]=2[C:15]#[N:16])=[CH:6][CH:5]=[C:4]([O:3][CH:2]([F:1])[F:17])[CH:12]=3)=[CH:48][CH:49]=1 |f:2.3,4.5,7.8.9|. Procedure: A solution of 6-difluoromethoxy-1-ethyl-1H-indole-3-carbonitrile (516.2 mg, 1.77 mmol) and tri-isopropyl borate (532.7 mg, 2.83 mmol) in THF (15 mL) is cooled to −78° C. and treated with LDA (1.5 M mono-THF in cyclohexane, 1.43 ml, 2.04 mmol). After the addition, the acetone/dry ice bath is exchanged for ice/water bath and the solution is stirred further for 30 min. The solution is cooled to −78° C. and a solution of 4-iodoaniline (390.2 mg, 1.78 mmol) in DMF (8 mL), K2CO3 (2M, 2.7 ml, 5.31 mmol... Reactants: O=C([O-])[O-], CN(C)C=O, Cc1c(O)cccc1O, ClCc1ccccc1, [K+], [K+]. Product: Cc1c(O)cccc1OCc1ccccc1. RXN SMILES: [C:1](=[O:2])([O-:3])[O-:4].[CH3:24][N:25]([CH3:26])[CH:27]=[O:28].[CH3:7][c:8]1[c:9]([OH:10])[cH:11][cH:12][cH:13][c:14]1[OH:15].[Cl:16][CH2:17][c:18]1[cH:19][cH:20][cH:21][cH:22][cH:23]1.[K+:5].[K+:6]>>[CH3:7][c:8]1[c:9]([O:10][CH2:17][c:18]2[cH:19][cH:20][cH:21][cH:22][cH:23]2)[cH:11][cH:12][cH:13][c:14]1[OH:15].